The task is: describe an organic reaction: reactants, conditions, products, and yield. This data is from the Open Reaction Database (ORD), a public repository of structured organic reaction records. Reactants: NC=1SC2=C(C1C(=O)OCC)C=CC=C2 (Ethyl 2-amino-1-benzothiophene-3-carboxylate), C1CC(=O)N(C1=O)Br (NBS). Run in C(Cl)(Cl)Cl (chloroform). The product is NC=1SC2=C(C1C(=O)OCC)C=CC(=C2)Br (ethyl 2-amino-6-bromo-1-benzothiophene-3-carboxylate). Isolated yield 67.8%. As a reaction SMILES: [NH2:1][C:2]1[S:3][C:4]2[CH:15]=[CH:14][CH:13]=[CH:12][C:5]=2[C:6]=1[C:7]([O:9][CH2:10][CH3:11])=[O:8].C1C(=O)N([Br:23])C(=O)C1>C(Cl)(Cl)Cl>[NH2:1][C:2]1[S:3][C:4]2[CH:15]=[C:14]([Br:23])[CH:13]=[CH:12][C:5]=2[C:6]=1[C:7]([O:9][CH2:10][CH3:11])=[O:8]. Reported procedure: Ethyl 2-amino-1-benzothiophene-3-carboxylate (10.4 g, 44.7 mmol) was dissolved in chloroform (100 mL) and treated with NBS (7.95 g, 44.7 mmol). Upon completion of the reaction, a light tan solid precipitated from the mixture. The slurry was concentrated to ˜30% of the original volume on a rotavap and then filtered. The solid was slurried in EtOAc (300 mL) and treated with satd NaHCO3 (200 mL) to obtain two clear phases. The organic phase was washed further with satd NaHCO3 (4X˜200 mL) and water ...